Dataset: the Open Reaction Database (ORD), a public repository of structured organic reaction records. Task: describe an organic reaction: reactants, conditions, products, and yield The reactants are BrC1=CC=C(N)C=C1 (4-Bromoaniline), ClC=1SC2=C(N1)C=CC(=C2)Cl (2,6-dichlorobenzothiazole). The product is BrC1=CC=C(C=C1)NC=1SC2=C(N1)C=CC(=C2)Cl (N-(4-bromophenyl)-N-(6-chloro-1,3-benzothiazol-2-yl)amine). Isolated yield 100.0%. Reaction SMILES: [Br:1][C:2]1[CH:8]=[CH:7][C:5]([NH2:6])=[CH:4][CH:3]=1.Cl[C:10]1[S:11][C:12]2[CH:18]=[C:17]([Cl:19])[CH:16]=[CH:15][C:13]=2[N:14]=1>>[Br:1][C:2]1[CH:8]=[CH:7][C:5]([NH:6][C:10]2[S:11][C:12]3[CH:18]=[C:17]([Cl:19])[CH:16]=[CH:15][C:13]=3[N:14]=2)=[CH:4][CH:3]=1. Procedure details: Solid 4-Bromoaniline (1.00 g, 5.81 mmol) and 2,6-dichlorobenzothiazole (1.18 g, 5.81 mmol) were heated at 140° C. for 3 days in a flask equipped with an air condenser (fusion occurred within a few minutes to give a clear liquid which solidified over the course of 3 days). The reaction mixture was allowed to cooled to ambient temperature to give N-(4-bromophenyl)-N-(6-chloro-1,3-benzothiazol-2-yl)amine (1.97 g, 5.81 mmol): RP-HPLC (25 to 100% acetonitrile in 0.1 M aqueous ammonium acetate over 10... Reactants: C(C)(C)(C)OC(=O)N[C@@H](CCCCNC(=O)OC(C)(C)C)C(=O)NCC(=O)NC1=C(C=CC=C1)C(C1=NC=CC(=C1)Br)=O ((Nα,Nε -ditertbutoxycarbonyl-L-lysyl)-N-(4-bromo-2-picolinoylphenyl)glycinamide), Cl (hydrogen chloride), C(C)OCC (Diethyl ether). Run in O1CCOCC1 (dioxan). Product: N[C@@H](CCCCN)C(=O)NCC(=O)NC1=C(C=CC=C1)C(C1=NC=CC(=C1)Br)=O (L-lysyl-N-(4-bromo-2-picolinoylphenyl)glycinamide). Isolated yield 100.3%. RXN SMILES: C(OC([NH:8][C@H:9]([C:22]([NH:24][CH2:25][C:26]([NH:28][C:29]1[CH:34]=[CH:33][CH:32]=[CH:31][C:30]=1[C:35](=[O:43])[C:36]1[CH:41]=[C:40]([Br:42])[CH:39]=[CH:38][N:37]=1)=[O:27])=[O:23])[CH2:10][CH2:11][CH2:12][CH2:13][NH:14]C(OC(C)(C)C)=O)=O)(C)(C)C.Cl.C(OCC)C>O1CCOCC1>[NH2:8][C@H:9]([C:22]([NH:24][CH2:25][C:26]([NH:28][C:29]1[CH:34]=[CH:33][CH:32]=[CH:31][C:30]=1[C:35](=[O:43])[C:36]1[CH:41]=[C:40]([Br:42])[CH:39]=[CH:38][N:37]=1)=[O:27])=[O:23])[CH2:10][CH2:11][CH2:12][CH2:13][NH2:14]. Reported procedure: 1.0 g of (Nα,Nε -ditertbutoxycarbonyl-L-lysyl)-N-(4-bromo-2-picolinoylphenyl)glycinamide was stirred for 1 hour in a solution of hydrogen chloride in dioxan (4-M). Diethyl ether was added and the solid which separated was filtered off, washed with diethyl ether and dried. The solid was dissolved in methanol and precipitated with ethyl acetate. The precipitate was dissolved in 20 ml of water and, after extraction with chloroform, the aqueous solution was lyophilised to yield 0.7 g (88%) of L-lysy... Reactants: CCN1CCC(C)(c2cccc(OC(C)C)c2)CC1, Cc1ccccc1, O=C(Cl)Oc1ccccc1, [Na+], [OH-]. The product is CC(C)Oc1cccc(C2(C)CCN(C(=O)Oc3ccccc3)CC2)c1. Reaction SMILES: [CH2:1]([CH3:2])[N:3]1[CH2:4][CH2:5][C:6]([c:9]2[cH:10][c:11]([O:15][CH:16]([CH3:17])[CH3:18])[cH:12][cH:13][cH:14]2)([CH3:19])[CH2:7][CH2:8]1.[CH3:32][c:33]1[cH:34][cH:35][cH:36][cH:37][cH:38]1.[Cl:20][C:21](=[O:22])[O:23][c:24]1[cH:25][cH:26][cH:27][cH:28][cH:29]1.[Na+:31].[OH-:30]>>[N:3]1([C:21](=[O:22])[O:23][c:24]2[cH:25][cH:26][cH:27][cH:28][cH:29]2)[CH2:4][CH2:5][C:6]([c:9]2[cH:10][c:11]([O:15][CH:16]([CH3:17])[CH3:18])[cH:12][cH:13][cH:14]2)([CH3:19])[CH2:7][CH2:8]1.